Task: describe an organic reaction: reactants, conditions, products, and yield. Dataset: the Open Reaction Database (ORD), a public repository of structured organic reaction records Starting materials: OCCCO, C1CCOC1, COC(=O)c1cc(Cl)nc(C=O)c1. The product is COC(=O)c1cc(Cl)nc(C2OCCCO2)c1. RXN SMILES: [CH2:14]([CH2:15][CH2:16][OH:17])[OH:18].[CH2:19]1[O:20][CH2:21][CH2:22][CH2:23]1.[CH3:1][O:2][C:3]([c:4]1[cH:5][c:6]([Cl:12])[n:7][c:8]([CH:10]=[O:11])[cH:9]1)=[O:13]>>[CH3:1][O:2][C:3]([c:4]1[cH:5][c:6]([Cl:12])[n:7][c:8]([CH:10]2[O:11][CH2:14][CH2:15][CH2:16][O:17]2)[cH:9]1)=[O:13]. Reactants: C(C)O (ethanol), [OH-].[Na+] (sodium hydroxide), CSC(CCCC(CC=CC(=CC(=O)OC)C)C)(C)C (methyl 11-methylthio-3,7,11-trimethyldodeca-2,4-dienoate). The solvent is O (water). Yields the product CSC(CCCC(CC=CC(=CC(=O)O)C)C)(C)C (11-methylthio-3,7,11-trimethyldodeca-2,4-dienoic acid). Reaction SMILES: C(O)C.[OH-].[Na+].[CH3:6][S:7][C:8]([CH3:25])([CH3:24])[CH2:9][CH2:10][CH2:11][CH:12]([CH3:23])[CH2:13][CH:14]=[CH:15][C:16]([CH3:22])=[CH:17][C:18]([O:20]C)=[O:19]>O>[CH3:6][S:7][C:8]([CH3:24])([CH3:25])[CH2:9][CH2:10][CH2:11][CH:12]([CH3:23])[CH2:13][CH:14]=[CH:15][C:16]([CH3:22])=[CH:17][C:18]([OH:20])=[O:19] |f:1.2|. Reported procedure: To 350 ml. of ethanol, 105 ml. of water and 70 ml. of 50% aqueous sodium hydroxide is added 46.5 g. of methyl 11-methylthio-3,7,11-trimethyldodeca-2,4-dienoate. The mixture is refluxed for about 18 hours. After cooling, alcohol is removed in vacuo. Water is added followed by acidification and then extraction with ether to yield 11-methylthio-3,7,11-trimethyldodeca-2,4-dienoic acid. Reactants: N/C=1/C\C(=C/C2=C(\N1)C=C(C=C2)Br)\C(=O)OCC ((1E,4E)-ethyl 2-amino-8-bromo-3H-benzo[b]azepine-4-carboxylate), N1=CN=CC(=C1)B(O)O (pyrimidin-5-ylboronic acid). Yields the product N/C=1/C\C(=C/C2=C(\N1)C=C(C=C2)C=2C=NC=NC2)\C(=O)OCC ((1E,4E)-ethyl 2-amino-8-(pyrimidin-5-yl)-3H-benzo[b]azepine-4-carboxylate). As a reaction SMILES: [NH2:1][C:2]1[CH2:3][C:4]([C:14]([O:16][CH2:17][CH3:18])=[O:15])=[CH:5][C:6]2[CH:12]=[CH:11][C:10](Br)=[CH:9][C:7]=2[N:8]=1.[N:19]1[CH:24]=[C:23](B(O)O)[CH:22]=[N:21][CH:20]=1>>[NH2:1][C:2]1[CH2:3][C:4]([C:14]([O:16][CH2:17][CH3:18])=[O:15])=[CH:5][C:6]2[CH:12]=[CH:11][C:10]([C:23]3[CH:24]=[N:19][CH:20]=[N:21][CH:22]=3)=[CH:9][C:7]=2[N:8]=1. Procedure details: The title compound was prepared by the procedure as described in Example 124 (Step F) using (1E,4E)-ethyl 2-amino-8-bromo-3H-benzo[b]azepine-4-carboxylate and pyrimidin-5-ylboronic acid. MS APCI (+) m/z 309 (M+1) detected; 1H-NMR (400 MHz, CDCl3) δ 9.22 (s, 1H), 9.02 (s, 2H), 7.84 (s, 1H), 7.54 (d, 1H), 7.47 (d, 1H), 7.30 (dd, 1H), 4.34 (q, 2H), 2.99 (s, 2H), 1.40 (t, 3H). The reactants are ClC1=CC(=CC2=C1OCCCO2)CNCC(C)C (N-(9-chloro-3,4-dihydro-2H-1,5-benzodioxepin-7-ylmethyl)-2-methylpropan-1-amine), C1(=CC=CC=C1)NC1CC(CC1)C(=O)O (3-phenylaminocyclopentanecarboxylic acid), Cl.C(C)N=C=NCCCN(C)C (1-ethyl-3-(3-dimethylaminopropyl)carbodiimide hydrochloride), O (water). The reagents and catalysts are CN(C)C1=CC=NC=C1 (N,N-dimethyl-4-aminopyridine). Run in ClCCl (dichloromethane). Conditions: time 8 hour. The product is O1CCCOC2=C1C=CC(=C2)CN(C(=O)C2CC(CC2)NC2=CC=CC=C2)CC(C)C ((±)-N-(3,4-dihydro-2H-1,5-benzodioxepin-7-ylmethyl)-N-isobutyl-3-(phenylamino)cyclopentanecarboxamide). As a reaction SMILES: Cl[C:2]1[C:7]2[O:8][CH2:9][CH2:10][CH2:11][O:12][C:6]=2[CH:5]=[C:4]([CH2:13][NH:14][CH2:15][CH:16]([CH3:18])[CH3:17])[CH:3]=1.[C:19]1([NH:25][CH:26]2[CH2:30][CH2:29][CH:28]([C:31]([OH:33])=O)[CH2:27]2)[CH:24]=[CH:23][CH:22]=[CH:21][CH:20]=1.Cl.C(N=C=NCCCN(C)C)C.O>CN(C1C=CN=CC=1)C.ClCCl>[O:8]1[C:7]2[CH:2]=[CH:3][C:4]([CH2:13][N:14]([CH2:15][CH:16]([CH3:18])[CH3:17])[C:31]([CH:28]3[CH2:29][CH2:30][CH:26]([NH:25][C:19]4[CH:20]=[CH:21][CH:22]=[CH:23][CH:24]=4)[CH2:27]3)=[O:33])=[CH:5][C:6]=2[O:12][CH2:11][CH2:10][CH2:9]1 |f:2.3|. Reported procedure: The mixture of N-(9-chloro-3,4-dihydro-2H-1,5-benzodioxepin-7-ylmethyl)-2-methylpropan-1-amine (17 mg), 3-phenylaminocyclopentanecarboxylic acid (15 mg), 1-ethyl-3-(3-dimethylaminopropyl)carbodiimide hydrochloride (20 mg), and N,N-dimethyl-4-aminopyridine (12 mg) in 5 ml dichloromethane was stirred at room temperature overnight. After addition of water (5 mL), the mixture was extracted with ethyl acetate (10 ml×2). The organic layer was washed with brine, dried over anhydrous sodium sulfate, and...